Dataset: the Open Reaction Database (ORD), a public repository of structured organic reaction records. Task: describe an organic reaction: reactants, conditions, products, and yield Reactants: C(CCC)C1=NC2=C(N1CC1=CC=C(C=C1)C1=C(C=CC=C1)C#N)C=C(C=C2C)N2C(CCCC2)=O (4'-[[2-n-butyl-4-methyl-6-(2-oxo-piperidin-1-yl)-benzimidazol-1-yl]-methyl]-2-cyano-biphenyl), [N-]=[N+]=[N-].[Na+] (sodium azide). Run in CN(C=O)C (dimethyl-formamide). Product: C(CCC)C1=NC2=C(N1CC1=CC=C(C=C1)C1=C(C=CC=C1)C1=NN=NN1)C=C(C=C2C)N2C(CCCC2)=O (4'-[[2-n-Butyl-4-methyl-6-(2-oxo-piperidin-1-yl)-benzimidazol1-yl]-methyl]-2-(1H-tetrazol-5-yl)-biphenyl). Reaction SMILES: [CH2:1]([C:5]1[N:9]([CH2:10][C:11]2[CH:16]=[CH:15][C:14]([C:17]3[CH:22]=[CH:21][CH:20]=[CH:19][C:18]=3[C:23]#[N:24])=[CH:13][CH:12]=2)[C:8]2[CH:25]=[C:26]([N:30]3[CH2:35][CH2:34][CH2:33][CH2:32][C:31]3=[O:36])[CH:27]=[C:28]([CH3:29])[C:7]=2[N:6]=1)[CH2:2][CH2:3][CH3:4].[N-:37]=[N+:38]=[N-:39].[Na+]>CN(C)C=O>[CH2:1]([C:5]1[N:9]([CH2:10][C:11]2[CH:12]=[CH:13][C:14]([C:17]3[CH:22]=[CH:21][CH:20]=[CH:19][C:18]=3[C:23]3[NH:39][N:38]=[N:37][N:24]=3)=[CH:15][CH:16]=2)[C:8]2[CH:25]=[C:26]([N:30]3[CH2:35][CH2:34][CH2:33][CH2:32][C:31]3=[O:36])[CH:27]=[C:28]([CH3:29])[C:7]=2[N:6]=1)[CH2:2][CH2:3][CH3:4] |f:1.2|. Reported procedure: Prepared analogously to Example 10 from 4'-[[2-n-butyl-4-methyl-6-(2-oxo-piperidin-1-yl)-benzimidazol-1-yl]-methyl]-2-cyano-biphenyl and sodium azide in dimethyl-formamide. Reactants: C[C@H]1N(C[C@H](CNC1=O)C)C(=O)OCC1=CC=CC=C1 (benzyl (2R,6S)-hexahydro-2,6-dimethyl-3-oxo-1H-1,4-diazepine-1-carboxylate). Reagents/catalysts: [Pd] (Pd/C). The solvent is C(C)O (ethanol). Yields the product C[C@@H]1C(NC[C@@H](CN1)C)=O ((3R,6R)-hexahydro-3,6-dimethyl-2H-1,4-diazepin-2-one). RXN SMILES: [CH3:1][C@@H:2]1[C:8](=[O:9])[NH:7][CH2:6][C@H:5]([CH3:10])[CH2:4][N:3]1C(OCC1C=CC=CC=1)=O>C(O)C.[Pd]>[CH3:1][C@H:2]1[NH:3][CH2:4][C@@H:5]([CH3:10])[CH2:6][NH:7][C:8]1=[O:9]. Procedure: A solution of benzyl (2R,6S)-hexahydro-2,6-dimethyl-3-oxo-1H-1,4-diazepine-1-carboxylate (220 mg, 0.8 mmol) in ethanol (10 mL) was stirred at room temperature overnight under a hydrogen balloon, using Pd/C (30 mg) as catalyst. The catalyst was filtered over Celite and washed with 10% methanol in dichloromethane. The solvent was removed to yield (3R,6R)-hexahydro-3,6-dimethyl-2H-1,4-diazepin-2-one as white crystalline solid. MS (M+1): 143.1 Starting materials: C1(CC1)N1C=C(C(C2=CC(=C(C(=C12)F)N1CC(C1)(C)CNC(C(F)(F)F)=O)F)=O)C(=O)O (1-cyclopropyl-6,8-difluoro-7-(3-trifluoroacetamidomethyl-3-methyl-1-azetidinyl)-1,4-dihydro-4-oxo-3-quinolinecarboxylic acid), [OH-].[Na+] (sodium hydroxide). Run in C(C)O (ethanol). Product: C1(CC1)N1C=C(C(C2=CC(=C(C(=C12)F)N1CC(C1)(C)CN)F)=O)C(=O)O (1-cyclopropyl-6,8-difluoro-1,4-dihydro-4-oxo-7-(3-aminomethyl-3-methyl-1-azetidinyl)-3-quinolinecarboxylic acid). The yield is 73.4%. RXN SMILES: [CH:1]1([N:4]2[C:13]3[C:8](=[CH:9][C:10]([F:28])=[C:11]([N:15]4[CH2:18][C:17]([CH2:20][NH:21]C(=O)C(F)(F)F)([CH3:19])[CH2:16]4)[C:12]=3[F:14])[C:7](=[O:29])[C:6]([C:30]([OH:32])=[O:31])=[CH:5]2)[CH2:3][CH2:2]1.[OH-].[Na+]>C(O)C>[CH:1]1([N:4]2[C:13]3[C:8](=[CH:9][C:10]([F:28])=[C:11]([N:15]4[CH2:18][C:17]([CH2:20][NH2:21])([CH3:19])[CH2:16]4)[C:12]=3[F:14])[C:7](=[O:29])[C:6]([C:30]([OH:32])=[O:31])=[CH:5]2)[CH2:3][CH2:2]1 |f:1.2|. Procedure: A solution of 1.5 g (3.3 mmoles) of 1-cyclopropyl-6,8-difluoro-7-(3-trifluoroacetamidomethyl-3-methyl-1-azetidinyl)-1,4-dihydro-4-oxo-3-quinolinecarboxylic acid (example 24), 15 ml of 1N sodium hydroxide and 6 ml of ethanol are heated under reflux for 3 hours, and evaporated under vacuum. Acetic acid is added, and the product filtered and washed with water. 0.88 g (74%) of 1-cyclopropyl-6,8-difluoro-1,4-dihydro-4-oxo-7-(3-aminomethyl-3-methyl-1-azetidinyl)-3-quinolinecarboxylic acid are obtained...